The task is: describe an organic reaction: reactants, conditions, products, and yield. This data is from the Open Reaction Database (ORD), a public repository of structured organic reaction records. The reactants are [Cl-], Cl, O=[N+]([O-])c1ccc(S(=O)(=O)c2cccc3cnccc23)cc1, [Na+], [OH-], O, O, O. The product is Nc1ccc(S(=O)(=O)c2cccc3cnccc23)cc1. As a reaction SMILES: [Cl-:25].[ClH:28].[N+:1]([O-:2])(=[O:3])[c:4]1[cH:5][cH:6][c:7]([S:10](=[O:11])(=[O:12])[c:13]2[c:14]3[cH:15][cH:16][n:17][cH:18][c:19]3[cH:20][cH:21][cH:22]2)[cH:8][cH:9]1.[Na+:27].[OH-:26].[OH2:23].[OH2:24].[OH2:29]>>[NH2:1][c:4]1[cH:5][cH:6][c:7]([S:10](=[O:11])(=[O:12])[c:13]2[c:14]3[cH:15][cH:16][n:17][cH:18][c:19]3[cH:20][cH:21][cH:22]2)[cH:8][cH:9]1. Reactants: O (water), OC1=CC=CC=2C(=COC21)CC(=O)OC (Methyl (7-hydroxybenzofuran-3-yl)acetate), Cl (hydrochloric acid), [H-].[Al+3].[Li+].[H-].[H-].[H-] (lithium aluminum hydride). Run in C1CCOC1 (THF). Run at temperature 0 celsius, time 3.5 hour. The product is OC1=CC=CC=2C(=COC21)CCO (7-hydroxy-3-(2-hydroxyethyl)benzofuran). The yield is 86.4%. RXN SMILES: [OH:1][C:2]1[C:10]2[O:9][CH:8]=[C:7]([CH2:11][C:12](OC)=[O:13])[C:6]=2[CH:5]=[CH:4][CH:3]=1.[H-].[Al+3].[Li+].[H-].[H-].[H-].Cl.O>C1COCC1>[OH:1][C:2]1[C:10]2[O:9][CH:8]=[C:7]([CH2:11][CH2:12][OH:13])[C:6]=2[CH:5]=[CH:4][CH:3]=1 |f:1.2.3.4.5.6|. Procedure details: Methyl (7-hydroxybenzofuran-3-yl)acetate (1.46 g) was dissolved in THF (30 ml) and the solution was cooled to 0° C. To this solution, lithium aluminum hydride (269 mg) was added and the solution was stirred for 3.5 hours. After making the pH of the reaction solution not more than 2 by adding 1N hydrochloric acid, the reaction solution was poured into water layer (50 ml) and the resultant was extracted twice with ethyl acetate (20 ml). After combining the organic layers, the resultant was washed ... Reactants: [C@@H]1(C[C@H](O)[C@@H](CO)O1)N1C=NC=2C(=O)NC(N)=NC12 (2'-Deoxyguanosine), C[Si](C)(C)Cl (trimethylsilyl chloride), N (ammonia), COC=1C=C(C=CC1)CC(=O)Cl (3-Methoxyphenylacetyl chloride). The solvent is N1=CC=CC=C1 (pyridine), O (water). Run at temperature 0 celsius, time 1 hour. The product is N#N.COC=1C=C(C=CC1)CC(=O)[C@@]1(C[C@H](O)[C@@H](CO)O1)N1C=NC=2C(=O)NC(N)=NC12 (N2 (3-methoxyphenylacetyl)-2'-deoxyguanosine). Yield: 75.0%. Reaction SMILES: [C@@H:1]1([N:9]2[C:19]3[N:18]=[C:16]([NH2:17])[NH:15][C:13](=[O:14])[C:12]=3[N:11]=[CH:10]2)[O:8][C@H:5]([CH2:6][OH:7])[C@@H:3]([OH:4])[CH2:2]1.C[Si](Cl)(C)C.[CH3:25][O:26][C:27]1[CH:28]=[C:29]([CH2:33][C:34](Cl)=[O:35])[CH:30]=[CH:31][CH:32]=1.[NH3:37]>N1C=CC=CC=1.O>[N:37]#[N:9].[CH3:25][O:26][C:27]1[CH:28]=[C:29]([CH2:33][C:34]([C@@:1]2([N:9]3[C:19]4[N:18]=[C:16]([NH2:17])[NH:15][C:13](=[O:14])[C:12]=4[N:11]=[CH:10]3)[O:8][C@H:5]([CH2:6][OH:7])[C@@H:3]([OH:4])[CH2:2]2)=[O:35])[CH:30]=[CH:31][CH:32]=1 |f:6.7|. Reported procedure: To dry 2'-deoxyguanosine (1) (14.2 g, 50 mmoles) in 300 ml of dry pyridine at 0° C. was added trimethylsilyl chloride (33 ml, 250 mmoles) and the mixture stirred at 0° C. for 1 hour. 3-Methoxyphenylacetyl chloride (40 ml, 250 mmoles) was added and the solution maintained at room temperature for 15 hours. The reaction mixture was then cooled in an ice bath and 50 ml of cold water was added. After 30 minutes, 50 ml of 29% aqueous ammonia was added and the mixture stirred for 30 minutes. The soluti... Conditions: time 8 day. Reported procedure: Into a 100 milliliter three-necked round-bottom reaction flask equipped with a mechanical stirrer, thermometer and nitrogen inlet and outlet was added 5.0 grams (17.0 mmol) of ethyl 3-[(4-bromo-2-methylphenyl)amino]-3-oxopropanoate prepared as in Example A, 1.7 milliliters (20.0 mmol) of 1,2-dibromoethane and 0.33 grams (0.83 mmol) of Aliquat® 336 in 25 milliliters of methylene chloride. The resulting solution was stirred at ambient temperature under a nitrogen atmosphere as 0.2 milliliters of w... Reactants: BrCCBr (1,2-dibromoethane), BrC1=CC(=C(C=C1)NC(CC(=O)OCC)=O)C (ethyl 3-[(4-bromo-2-methylphenyl)amino]-3-oxopropanoate), BrCCBr (1,2-dibromoethane), C([O-])([O-])=O.[K+].[K+] (potassium carbonate). Reagents/catalysts: CCCCCCCC[N+](C)(CCCCCCCC)CCCCCCCC.[Cl-] (Aliquat® 336), CCCCCCCC[N+](C)(CCCCCCCC)CCCCCCCC.[Cl-] (Aliquat® 336). Reaction SMILES: [Br:1][C:2]1[CH:7]=[CH:6][C:5]([NH:8][C:9](=[O:16])[CH2:10][C:11]([O:13][CH2:14][CH3:15])=[O:12])=[C:4]([CH3:17])[CH:3]=1.Br[CH2:19][CH2:20]Br.C(=O)([O-])[O-].[K+].[K+]>CCCCCCCC[N+](CCCCCCCC)(CCCCCCCC)C.[Cl-].C(Cl)Cl.O>[Br:1][C:2]1[CH:7]=[CH:6][C:5]([NH:8][C:9]([C:10]2([C:11]([O:13][CH2:14][CH3:15])=[O:12])[CH2:20][CH2:19]2)=[O:16])=[C:4]([CH3:17])[CH:3]=1 |f:2.3.4,5.6|. Run in O (water), C(Cl)Cl (methylene chloride), O (water), O (water). Yields the product BrC1=CC(=C(C=C1)NC(=O)C1(CC1)C(=O)OCC)C (ethyl 1-(4-bromo-2-methylphenylaminocarbonyl)cyclopropanecarboxylate). Yield: 75.9%. Starting materials: solution, C(CCC)[Li] (n-butyllithium), C(=O)=O (carbon dioxide), Cl (hydrochloric acid), S1C2=C(C=C1)C=C(C=C2)CCOCCN(CC)CC (N-[2-(2-benzo[b]thiophen-5-ylethoxy)ethyl]-N,N-diethylamine). Solvent: CCCCCC (hexane), O (Water), O1CCCC1 (tetrahydrofuran). Conditions: temperature -60 celsius, time 1 hour. Product: C(C)N(CCOCCC1=CC2=C(SC(=C2)C(=O)O)C=C1)CC (5-{2-[2-(diethylamino)ethoxy]ethyl}-benzo[b]thiophene-2-carboxylic acid). As a reaction SMILES: [S:1]1[CH:5]=[CH:4][C:3]2[CH:6]=[C:7]([CH2:10][CH2:11][O:12][CH2:13][CH2:14][N:15]([CH2:18][CH3:19])[CH2:16][CH3:17])[CH:8]=[CH:9][C:2]1=2.C([Li])CCC.[C:25](=[O:27])=[O:26].Cl>O1CCCC1.CCCCCC.O>[CH2:18]([N:15]([CH2:16][CH3:17])[CH2:14][CH2:13][O:12][CH2:11][CH2:10][C:7]1[CH:8]=[CH:9][C:2]2[S:1][C:5]([C:25]([OH:27])=[O:26])=[CH:4][C:3]=2[CH:6]=1)[CH3:19]. Reported procedure: In 30 mL of tetrahydrofuran is dissolved 6.00 g of N-[2-(2-benzo[b]thiophen-5-ylethoxy)ethyl]-N,N-diethylamine. The solution is cooled to −60° C., and 10.6 mL of 1.57 mol/L solution of n-butyllithium in hexane is dropwise added. The resulting mixture is stirred at the same temperature as above for one hour, an excessive amount of dry carbon dioxide gas is introduced, after which the temperature is elevated to ambient temperature and the mixture is stirred for 30 minutes. Water is added to the mi... Starting materials: CC1(CNC(C2=CC(=CC=C12)NC(=O)N1CCN(CC1)C1=NC=CC=C1C(F)(F)F)C(C(F)(F)F)=O)C (N-(4,4-dimethyl-1-trifluoroacetyl-1,2,3,4-tetrahydroisoquinol-7-yl)-4-(3-trifluoromethyl-2-pyridyl)-piperazine-1-carboxamide), C([O-])([O-])=O.[K+].[K+] (potassium carbonate). Run in CO (methanol), O (water). Reaction conditions: temperature 50 celsius. Product: CC1(CNCC2=CC(=CC=C12)NC(=O)N1CCN(CC1)C1=NC=CC=C1C(F)(F)F)C (N-(4,4-Dimethyl-1,2,3,4-tetrahydroisoquinolin-7-yl)-4-(3-trifluoromethyl-2-pyridyl)-piperazine-1-carboxamide). As a reaction SMILES: [CH3:1][C:2]1([CH3:37])[C:11]2[C:6](=[CH:7][C:8]([NH:12][C:13]([N:15]3[CH2:20][CH2:19][N:18]([C:21]4[C:26]([C:27]([F:30])([F:29])[F:28])=[CH:25][CH:24]=[CH:23][N:22]=4)[CH2:17][CH2:16]3)=[O:14])=[CH:9][CH:10]=2)[CH:5](C(=O)C(F)(F)F)[NH:4][CH2:3]1.C(=O)([O-])[O-].[K+].[K+]>CO.O>[CH3:1][C:2]1([CH3:37])[C:11]2[C:6](=[CH:7][C:8]([NH:12][C:13]([N:15]3[CH2:20][CH2:19][N:18]([C:21]4[C:26]([C:27]([F:29])([F:28])[F:30])=[CH:25][CH:24]=[CH:23][N:22]=4)[CH2:17][CH2:16]3)=[O:14])=[CH:9][CH:10]=2)[CH2:5][NH:4][CH2:3]1 |f:1.2.3|. Reported procedure: A suspension of N-(4,4-dimethyl-1-trifluoroacetyl-1,2,3,4-tetrahydroisoquinol-7-yl)-4-(3-trifluoromethyl-2-pyridyl)-piperazine-1-carboxamide (30 mg, 0.057 mmol) and potassium carbonate (48 mg, 0.348 mmol) in methanol (4 ml) and water (4 ml) was heated at 50° C. for 6 h. After this period, the solvents were evaporated in vacuo and the residue partitioned between DCM (30 ml) and water (30 ml). The aqueous layer was re-extracted with DCM (2×30 ml) and then the combined organic layers dried (Na2SO4)...